Dataset: the Open Reaction Database (ORD), a public repository of structured organic reaction records. Task: describe an organic reaction: reactants, conditions, products, and yield The reactants are ClC1=CC=2NC=NC(C2N=C1)=O (7-chloropyrido[3,2-d]pyrimidin-4(1H)-one), CO (methanol), C[O-].[Na+] (sodium methoxide), solution, C[O-].[Na+] (sodium methoxide), [Cl-].[NH4+] (ammonium chloride). The product is COC1=CC=2NC=NC(C2N=C1)=O (7-Methoxypyrido[3,2-d]pyrimidin-4(1H)-one). Reaction SMILES: Cl[C:2]1[CH:11]=[N:10][C:9]2[C:8](=[O:12])[N:7]=[CH:6][NH:5][C:4]=2[CH:3]=1.[CH3:13][O-:14].[Na+].CO.[Cl-].[NH4+]>>[CH3:13][O:14][C:2]1[CH:11]=[N:10][C:9]2[C:8](=[O:12])[N:7]=[CH:6][NH:5][C:4]=2[CH:3]=1 |f:1.2,4.5|. Procedure: A microwave vial was charged with 7-chloropyrido[3,2-d]pyrimidin-4(1H)-one (110 mg, 0.606 mmol), a 0.5 M solution of sodium methoxide in methanol (3.65 mL, 1.817 mmol) and sodium methoxide (327 mg, 6.06 mmol). The vial was capped and irradiated in a microwave reactor at 145° C. for 30 minutes. The reaction was neutralized with saturated aqueous ammonium chloride (3 mL), concentrated, and diluted with cold water. The resulting precipitate was collected by vacuum filtration and dried in vacuo to p... The product is C(CCCCCCC)C1=CC=C(C(=O)CCCCC(=O)O)C=C1 (5-(4-n-octylbenzoyl)pentanoic acid). RXN SMILES: CO[C:3](=[O:11])[CH2:4][CH2:5][CH2:6][CH2:7][C:8]([OH:10])=[O:9].S(Cl)(Cl)=O.[CH2:16]([C:24]1[CH:29]=[CH:28][CH:27]=[CH:26][CH:25]=1)[CH2:17][CH2:18][CH2:19][CH2:20][CH2:21][CH2:22][CH3:23].[Cl-].[Al+3].[Cl-].[Cl-].[OH-].[Na+]>C(O)C>[CH2:16]([C:24]1[CH:25]=[CH:26][C:27]([C:3]([CH2:4][CH2:5][CH2:6][CH2:7][C:8]([OH:10])=[O:9])=[O:11])=[CH:28][CH:29]=1)[CH2:17][CH2:18][CH2:19][CH2:20][CH2:21][CH2:22][CH3:23] |f:3.4.5.6,7.8|. Reactants: crude product, C(CCCCCCC)C1=CC=CC=C1 (octylbenzene), [Cl-].[Al+3].[Cl-].[Cl-] (aluminum chloride), COC(CCCCC(=O)O)=O (Adipic acid monomethyl ester), crude product, acid chloride, S(=O)(Cl)Cl (thionyl chloride), [OH-].[Na+] (sodium hydroxide). Reported procedure: Adipic acid monomethyl ester (25 g; 0.16 mole) is converted to the acid chloride with thionyl chloride (25 g) in a manner analogous to that described in Example 1. The crude product is reacted with octylbenzene (200 ml) and aluminum chloride (40 g; 0.3 mole) and the product isolated in a manner analogous to that described in Example 1. The crude product Is heated under reflux with 2N sodium hydroxide (117 ml) and ethanol (117 ml) for 2 hours and further processed as described in Example 1. The c... The solvent is C(C)O (ethanol). Reactants: CC(C)(C)OC(=O)Nc1ccc(-c2ccccc2F)cc1NC(=O)CC(=O)c1csc(-n2ccnc2)n1, ClCCl, O=C(O)C(F)(F)F. Yields the product O=C1CC(c2csc(-n3ccnc3)n2)=Nc2ccc(-c3ccccc3F)cc2N1. As a reaction SMILES: [C:1]([O:2][C:3](=[O:4])[NH:7][c:8]1[c:9]([NH:21][C:22]([CH2:23][C:24](=[O:5])[c:26]2[n:27][c:28](-[n:31]3[cH:32][n:33][cH:34][cH:35]3)[s:29][cH:30]2)=[O:36])[cH:10][c:11](-[c:14]2[c:15]([F:20])[cH:16][cH:17][cH:18][cH:19]2)[cH:12][cH:13]1)([CH3:6])([CH3:25])[CH3:37].[Cl:45][CH2:46][Cl:47].[F:38][C:39]([F:40])([F:41])[C:42]([OH:43])=[O:44]>>[N:7]1=[C:24]([c:26]2[n:27][c:28](-[n:31]3[cH:32][n:33][cH:34][cH:35]3)[s:29][cH:30]2)[CH2:23][C:22](=[O:36])[NH:21][c:9]2[c:8]1[cH:13][cH:12][c:11](-[c:14]1[c:15]([F:20])[cH:16][cH:17][cH:18][cH:19]1)[cH:10]2. Reactants: C1(CC1)COCC1=CC(NC(N1)=S)=O (6-[(Cyclopropylmethoxy)methyl]-2-sulfanylidene-1,2,3,4-tetrahydropyrimidin-4-one), BrCC(=O)O (bromoacetic acid), [OH-].[Na+] (sodium hydroxide). Run in CCO (EtOH), O (H2O). Reaction conditions: temperature 0 celsius. Product: C1(CC1)COCC1=CC(NC(N1)=O)=O (6-[(Cyclopropylmethoxy)methyl]-1,2,3,4-tetrahydropyrimidine-2,4-dione). Isolated yield 36.8%. As a reaction SMILES: [CH:1]1([CH2:4][O:5][CH2:6][C:7]2[NH:12][C:11](=S)[NH:10][C:9](=[O:14])[CH:8]=2)[CH2:3][CH2:2]1.BrCC(O)=[O:18].[OH-].[Na+]>CCO.O>[CH:1]1([CH2:4][O:5][CH2:6][C:7]2[NH:12][C:11](=[O:18])[NH:10][C:9](=[O:14])[CH:8]=2)[CH2:3][CH2:2]1 |f:2.3|. Procedure: 6-[(Cyclopropylmethoxy)methyl]-2-sulfanylidene-1,2,3,4-tetrahydropyrimidin-4-one (10.3 g, 48.5 mmol) was added to bromoacetic acid (21.5 g, 155 mmol, 3.2 eq) in EtOH (108 mL) and H2O (441 mL). The reaction mixture was refluxed for 16 h then cooled down to rt and basified to pH˜10 with sodium hydroxide (3 M, aq). The mixture was concentrated in vacuo and hydrochloric acid (aq, 10%) was added. The mixture was cooled to 0° C. The precipitate was isolated by filtration and dried to give the title co... Reactants: FC(C(=O)O)(F)F (trifluoroacetic acid), C(C)(C)(C)OC(=O)N1CC2N(C=3C=C(C(=CC3C2)Br)C(F)(F)F)C(C1)C (8-Bromo-4-methyl-7-trifluoromethyl-3,4,10,10a-tetrahydro-1H-pyrazino[1,2-a]indole-2-carboxylic acid tert-butyl ester), ClCCl (dichloromethane), [OH-].[Na+] (sodium hydroxide). Conditions: time 1 hour. Yields the product Cl.BrC1=CC=2C[C@H]3N(C2C=C1C(F)(F)F)[C@@H](CNC3)C ((4R,10aR)-8-Bromo-4-methyl-7-trifluoromethyl-1,2,3,4,10,10a-hexahydro-pyrazino[1,2-a]indole hydrochloride). RXN SMILES: C(OC([N:8]1[CH2:25][CH:24]([CH3:26])[N:11]2[C:12]3[CH:13]=[C:14]([C:20]([F:23])([F:22])[F:21])[C:15]([Br:19])=[CH:16][C:17]=3[CH2:18][CH:10]2[CH2:9]1)=O)(C)(C)C.FC(F)(F)C(O)=O.[OH-].[Na+].[Cl:36]CCl>>[ClH:36].[Br:19][C:15]1[C:14]([C:20]([F:22])([F:23])[F:21])=[CH:13][C:12]2[N:11]3[C@H:24]([CH3:26])[CH2:25][NH:8][CH2:9][C@H:10]3[CH2:18][C:17]=2[CH:16]=1 |f:2.3,5.6|. Procedure: 8-Bromo-4-methyl-7-trifluoromethyl-3,4,10,10a-tetrahydro-1H-pyrazino[1,2-a]indole-2-carboxylic acid tert-butyl ester (0.35 g, 0.8 mmol) were dissolved in dichloromethane (12 mL) and trifluoroacetic acid was added (3 mL). The mixture was stirred for 1 h, added to 1 N sodium hydroxide solution (50 mL) and extracted with dichloromethane (3×40 mL). Organic phases were pooled, washed with brine, dried with MgSO4 and the solvent was removed in vacuo. Chromatography on silica gel (dichloromethane/metha... Reactants: C(C#C)NC1=C(C=C(C=C1)F)[N+](=O)[O-] (N-(2-propyn-1-yl)-4-fluoro-2-nitroaniline), O.O.[Sn](Cl)Cl (tin(II) chloride dihydrate), [N+](=O)([O-])NC1=CC=CC=C1 (nitroaniline), [BH4-].[Na+] (sodium borohydride), [N+](=O)([O-])NC1=CC=CC=C1 (nitroaniline), [OH-].[Na+] (sodium hydroxide), [BH4-].[Na+] (sodium borohydride). Run in C(C)O (ethanol), O (water). Reaction conditions: temperature 60 celsius. Product: C(C#C)NC1=C(N)C=C(C=C1)F (2-(2-propyn-1-ylamino)-5-fluoroaniline). Isolated yield 117.1%. As a reaction SMILES: [CH2:1]([NH:4][C:5]1[CH:10]=[CH:9][C:8]([F:11])=[CH:7][C:6]=1[N+:12]([O-])=O)[C:2]#[CH:3].O.O.[Sn](Cl)Cl.[BH4-].[Na+].[N+](NC1C=CC=CC=1)([O-])=O.[OH-].[Na+]>C(O)C.O>[CH2:1]([NH:4][C:5]1[CH:10]=[CH:9][C:8]([F:11])=[CH:7][C:6]=1[NH2:12])[C:2]#[CH:3] |f:1.2.3,4.5,7.8|. Procedure: Under a nitrogen atmosphere, 5.0 grams (0.026 mole) of N-(2-propyn-1-yl)-4-fluoro-2-nitroaniline in 250 mL of ethanol was added to 25.8 grams (0.114 mole) of stirred tin(II) chloride dihydrate. The reaction mixture was then warmed to 60° C. over a one hour period, after which 98% sodium borohydride pellets were added portionwise until thin layer chromatographic analysis of the reaction mixture indicated that the intermediate nitroaniline had been consumed. Consumption of the nitroaniline require...